From a dataset of the Open Reaction Database (ORD), a public repository of structured organic reaction records. describe an organic reaction: reactants, conditions, products, and yield The reactants are ClCC=1C(=NC=CC1)SC1CCCC1 (3-Chloromethyl-2-cyclopentylsulfanyl-pyridine), C(C)OC(=O)C1C(C1)C1=CC(=C(C=C1)O)Cl (2-(3-chloro-4-hydroxy-phenyl)-cyclopropane carboxylic acid ethyl ester). Product: ClC=1C=C(C=CC1OCC=1C(=NC=CC1)SC1CCCC1)C1C(C1)C(=O)O (2-[3-chloro-4-(2-cyclopentylsulfanyl-pyridin-3-ylmethoxy)-phenyl]-cyclopropane carboxylic acid). Yield: 70.0%. Reaction SMILES: Cl[CH2:2][C:3]1[C:4]([S:9][CH:10]2[CH2:14][CH2:13][CH2:12][CH2:11]2)=[N:5][CH:6]=[CH:7][CH:8]=1.C([O:17][C:18]([CH:20]1[CH2:22][CH:21]1[C:23]1[CH:28]=[CH:27][C:26]([OH:29])=[C:25]([Cl:30])[CH:24]=1)=[O:19])C>>[Cl:30][C:25]1[CH:24]=[C:23]([CH:21]2[CH2:22][CH:20]2[C:18]([OH:19])=[O:17])[CH:28]=[CH:27][C:26]=1[O:29][CH2:2][C:3]1[C:4]([S:9][CH:10]2[CH2:14][CH2:13][CH2:12][CH2:11]2)=[N:5][CH:6]=[CH:7][CH:8]=1. Procedure details: 3-Chloromethyl-2-cyclopentylsulfanyl-pyridine (49 mg, 0.23 mmol) obtained in Step C of Preparation Example 8 and 2-(3-chloro-4-hydroxy-phenyl)-cyclopropane carboxylic acid ethyl ester (62 mg, 0.25 mmol) obtained in Step B of Preparation Example 47 were used to react sequentially in the same manner as in Steps A and B of Example 1 to obtain the title compound (65 mg, 75%). Starting materials: COC1=CC=C(OCC2NCCC3=CC(=C(C=C23)OC)OC)C=C1 (1-(4-methoxyphenoxy)methyl-6,7-dimethoxy-1,2,3,4-tetrahydroisoquinoline), B(Br)(Br)Br (boron tribromide). Run in C(Cl)Cl (methylene chloride), C(Cl)Cl (methylene chloride), C(Cl)Cl (methylene chloride). Yields the product Br.OC1=CC=C(OCC2NCCC3=CC(=C(C=C23)O)O)C=C1 (1-(4-hydroxyphenoxy)methyl-6,7-dihydroxy-1,2,3,4-tetrahydroisoquinoline hydrobromide). RXN SMILES: C[O:2][C:3]1[CH:24]=[CH:23][C:6]([O:7][CH2:8][CH:9]2[C:18]3[C:13](=[CH:14][C:15]([O:21]C)=[C:16]([O:19]C)[CH:17]=3)[CH2:12][CH2:11][NH:10]2)=[CH:5][CH:4]=1.B(Br)(Br)[Br:26]>C(Cl)Cl>[BrH:26].[OH:2][C:3]1[CH:4]=[CH:5][C:6]([O:7][CH2:8][CH:9]2[C:18]3[C:13](=[CH:14][C:15]([OH:21])=[C:16]([OH:19])[CH:17]=3)[CH2:12][CH2:11][NH:10]2)=[CH:23][CH:24]=1 |f:3.4|. Reported procedure: To a solution of 1-(4-methoxyphenoxy)methyl-6,7-dimethoxy-1,2,3,4-tetrahydroisoquinoline (100 mg) in anhydrous methylene chloride (5 ml) was added a solution of boron tribromide (300 mg) in anhydrous methylene chloride (0.6 ml) at -51° C. under cooling and stirring, and the mixture was stirred for 10 hours at -51° to -20° C. After the reaction, methylene chloride was distilled off under reduced pressure. To the residue was added methanol (5 ml) and water (0.5 ml) and the mixture was warmed, and ... The yield is 62.4%. Run in Cl (HCl), CC(=O)O (AcOH). Product: NC=1C(=NC(=CC1)Cl)NCC (3-Amino-6chloro-2-(ethylamino)pyridine). Conditions: temperature 0 celsius, time 20 minute. The reactants are Cl[Sn]Cl.O (SnCl2.H2O), ClC1=CC=C(C(=N1)NCC)[N+](=O)[O-] (6-chloro-2-(ethylamino)-3-nitropyridine), [OH-].[Na+] (NaOH), O (water). Reaction SMILES: Cl[Sn]Cl.O.[Cl:5][C:6]1[N:11]=[C:10]([NH:12][CH2:13][CH3:14])[C:9]([N+:15]([O-])=O)=[CH:8][CH:7]=1.O.[OH-].[Na+]>Cl.CC(O)=O>[NH2:15][C:9]1[C:10]([NH:12][CH2:13][CH3:14])=[N:11][C:6]([Cl:5])=[CH:7][CH:8]=1 |f:0.1,4.5|. Procedure details: A solution of SnCl2.H2O (616.3 g, 2.73 mol) in aqueous 12 N HCl (500 mL) was rapidly added to a solution of 6-chloro-2-(ethylamino)-3-nitropyridine (169.5 g, 0.84 mol) in AcOH (1.7 L) at room temperature. After 20 min, the mixture was cooled to 0° C. and water (250 mL) was added. Solid NaOH (240 g) was then added in small portions. The resulting suspension was filtered to remove tin salts. The filtrate was diluted with water (3.5 L), the solution rendered basic by addition of aqueous 10 N NaOH a... Starting materials: O (water), [N+](=O)([O-])C1=CC=C(C=C1)C(CNC(C(=O)OCC)=O)=O (Ethyl 2-(2-(4-nitrophenyl)-2-oxoethylamino)-2-oxoacetate), [N+](=O)([O-])C1=CC=C(C=C1)C(CNC(C(=O)OCC)=O)=O (Ethyl 2-(2-(4-nitrophenyl)-2-oxoethylamino)-2-oxoacetate), COC=1C=CC(=CC1)P2(=S)SP(=S)(S2)C=3C=CC(=CC3)OC (Lawesson's reagent), C(=O)([O-])[O-].[Na+].[Na+] (Na2CO3). Run in O1CCOCC1 (1,4-Dioxane), CCOC(=O)C (EtOAc). Yields the product [N+](=O)([O-])C1=CC=C(C=C1)C1=CN=C(S1)C(=O)OCC (Ethyl 5-(4-nitrophenyl)thiazole-2-carboxylate). The yield is 73.5%. RXN SMILES: [N+:1]([C:4]1[CH:9]=[CH:8][C:7]([C:10](=O)[CH2:11][NH:12][C:13](=O)[C:14]([O:16][CH2:17][CH3:18])=[O:15])=[CH:6][CH:5]=1)([O-:3])=[O:2].COC1C=CC(P2(SP(C3C=CC(OC)=CC=3)(=S)S2)=[S:30])=CC=1.O.C([O-])([O-])=O.[Na+].[Na+]>O1CCOCC1.CCOC(C)=O>[N+:1]([C:4]1[CH:9]=[CH:8][C:7]([C:10]2[S:30][C:13]([C:14]([O:16][CH2:17][CH3:18])=[O:15])=[N:12][CH:11]=2)=[CH:6][CH:5]=1)([O-:3])=[O:2] |f:3.4.5|. Reported procedure: A solution of Ethyl 2-(2-(4-nitrophenyl)-2-oxoethylamino)-2-oxoacetate (Intermediate 1, step C, 5 g) and Lawesson's reagent (7.22 g) in 1,4-Dioxane (100 ml) was refluxed for 2 hours. The reaction mixture was cooled, water was added and the mixture was neutralized with saturated solution of Na2CO3. This was followed by addition of EtOAc and then the layers were separated. The organic layer was dried over Na2SO4, filtered and concentrated under reduced pressure to get dark brown residue. The resid... Reactants: COCc1nc(C2=CCCCC2)oc1C(=O)OC, CO, [H][H]. Product: COCc1nc(C2CCCCC2)oc1C(=O)OC. Reaction SMILES: [CH3:1][O:2][C:3](=[O:4])[c:5]1[c:6]([CH2:16][O:17][CH3:18])[n:7][c:8]([C:10]2=[CH:11][CH2:12][CH2:13][CH2:14][CH2:15]2)[o:9]1.[CH3:21][OH:22].[H:19][H:20]>>[CH3:1][O:2][C:3](=[O:4])[c:5]1[c:6]([CH2:16][O:17][CH3:18])[n:7][c:8]([CH:10]2[CH2:11][CH2:12][CH2:13][CH2:14][CH2:15]2)[o:9]1.